describe an organic reaction: reactants, conditions, products, and yield From a dataset of the Open Reaction Database (ORD), a public repository of structured organic reaction records. Reactants: C(C1=CC=CC=C1)[C@H]1N(CC[C@@H](C1)N(C(C(F)(F)F)=O)CC1=CC=NC2=CC=CC=C12)C(C1=CC(=CC(=C1)OC)OC)=O ((2R*,4S*)-2-benzyl-1-(3,5-dimethoxybenzoyl)-N-(4-quinolylmethyl)-N-trifluoroacetyl-4-piperidinamine), [BH4-].[Na+] (sodium borohydride). The product is C(C1=CC=CC=C1)[C@H]1N(CC[C@@H](C1)NCC1=CC=NC2=CC=CC=C12)C(C1=CC(=CC(=C1)OC)OC)=O ((2R*,4S*)-2-benzyl-1-(3,5-dimethoxybenzoyl)-N-(4-quinolylmethyl)-4-piperidinamine). RXN SMILES: [CH2:1]([C@@H:8]1[CH2:13][C@@H:12]([N:14]([CH2:21][C:22]2[C:31]3[C:26](=[CH:27][CH:28]=[CH:29][CH:30]=3)[N:25]=[CH:24][CH:23]=2)C(=O)C(F)(F)F)[CH2:11][CH2:10][N:9]1[C:32](=[O:43])[C:33]1[CH:38]=[C:37]([O:39][CH3:40])[CH:36]=[C:35]([O:41][CH3:42])[CH:34]=1)[C:2]1[CH:7]=[CH:6][CH:5]=[CH:4][CH:3]=1.[BH4-].[Na+]>>[CH2:1]([C@@H:8]1[CH2:13][C@@H:12]([NH:14][CH2:21][C:22]2[C:31]3[C:26](=[CH:27][CH:28]=[CH:29][CH:30]=3)[N:25]=[CH:24][CH:23]=2)[CH2:11][CH2:10][N:9]1[C:32](=[O:43])[C:33]1[CH:34]=[C:35]([O:41][CH3:42])[CH:36]=[C:37]([O:39][CH3:40])[CH:38]=1)[C:2]1[CH:7]=[CH:6][CH:5]=[CH:4][CH:3]=1 |f:1.2|. Procedure: 250 mg (0.423 mmol) of (2R*,4S*)-2-benzyl-1-(3,5-dimethoxybenzoyl)-N-(4-quinolylmethyl)-N-trifluoroacetyl-4-piperidinamine are reacted with 64 mg (1.69 mmol) of sodium borohydride in analogy to Example 2. The title compound ##STR31## is obtained as white foam. TLC: methylene chloride/methanol/conc. ammonia (1000:50:1) Rf =0.23, DCI-MS: (M+H)+ =496.